This data is from the Open Reaction Database (ORD), a public repository of structured organic reaction records. The task is: describe an organic reaction: reactants, conditions, products, and yield The reactants are CO, COC(=O)CC1(CSC(CCc2ccccc2C(C)(C)O)c2cccc(COC3CCCCO3)c2)CC1, Cc1ccc(S(=O)(=O)[O-])cc1, c1ccncc1, c1cc[nH+]cc1. Yields the product COC(=O)CC1(CSC(CCc2ccccc2C(C)(C)O)c2cccc(CO)c2)CC1. RXN SMILES: [CH3:61][OH:62].[O:1]1[CH2:2][CH2:3][CH2:4][CH2:5][CH:6]1[O:7][CH2:8][c:9]1[cH:10][c:11]([CH:15]([CH2:16][CH2:17][c:18]2[c:19]([C:24]([CH3:25])([CH3:26])[OH:27])[cH:20][cH:21][cH:22][cH:23]2)[S:28][CH2:29][C:30]2([CH2:33][C:34](=[O:35])[O:36][CH3:37])[CH2:31][CH2:32]2)[cH:12][cH:13][cH:14]1.[c:44]1([CH3:45])[cH:46][cH:47][c:48]([S:49]([O-:50])(=[O:51])=[O:52])[cH:53][cH:54]1.[cH:38]1[cH:39][cH:40][n:41][cH:42][cH:43]1.[nH+:55]1[cH:56][cH:57][cH:58][cH:59][cH:60]1>>[OH:7][CH2:8][c:9]1[cH:10][c:11]([CH:15]([CH2:16][CH2:17][c:18]2[c:19]([C:24]([CH3:25])([CH3:26])[OH:27])[cH:20][cH:21][cH:22][cH:23]2)[S:28][CH2:29][C:30]2([CH2:33][C:34](=[O:35])[O:36][CH3:37])[CH2:31][CH2:32]2)[cH:12][cH:13][cH:14]1. The reactants are stainless steel, ClCC(CC(=O)OCC)=O (ethyl 4-chloroacetoacetate), [H][H] (hydrogen), Ru2Cl4 ((-)-BINAP)2 (C2H5)3N. Solvent: C(C)O (ethanol). Conditions: temperature 100 celsius. Product: ClCC(CC(=O)OCC)O (ethyl 4-chloro-3-hydroxybutyrate). Isolated yield 96.9%. As a reaction SMILES: [Cl:1][CH2:2][C:3](=[O:10])[CH2:4][C:5]([O:7][CH2:8][CH3:9])=[O:6].[H][H]>C(O)C>[Cl:1][CH2:2][CH:3]([OH:10])[CH2:4][C:5]([O:7][CH2:8][CH3:9])=[O:6]. Procedure details: In a 200 ml-volume stainless steel-made autoclave whose atmosphere had been replaced with nitrogen were charged 8.23 g (50 mmoles) of ethyl 4-chloroacetoacetate and 20 ml of ethanol. To the mixture was added 84 mg (0.05 mmole) of Ru2Cl4 ((-)-BINAP)2 (C2H5)3N, and the mixture was heated to 100° C. When the temperature reached 100° C., 100 kg/cm2 of hydrogen was introduced into the autoclave, and the mixture was stirred under heating. After cooling to room temperature, the reaction mixture was tak... Starting materials: ClCCl, C1CNCCN1, O=[N+]([O-])c1cccnc1Cl. Product: O=[N+]([O-])c1cccnc1N1CCNCC1. As a reaction SMILES: [CH2:17]([Cl:18])[Cl:19].[CH2:1]1[CH2:2][NH:3][CH2:4][CH2:5][NH:6]1.[Cl:7][c:8]1[n:9][cH:10][cH:11][cH:12][c:13]1[N+:14](=[O:15])[O-:16]>>[CH2:1]1[CH2:2][N:3]([c:8]2[n:9][cH:10][cH:11][cH:12][c:13]2[N+:14](=[O:15])[O-:16])[CH2:4][CH2:5][NH:6]1. Starting materials: ClC1=CC=C(C(C(=O)O)O)C=C1 (4-chloromandelic acid), S(O)(O)(=O)=O (sulfuric acid), CO (methanol). The product is COC(C(O)C1=CC=C(C=C1)Cl)=O ((4-chlorophenyl)hydroxyacetic acid methyl ester). As a reaction SMILES: [Cl:1][C:2]1[CH:12]=[CH:11][C:5]([CH:6]([OH:10])[C:7]([OH:9])=[O:8])=[CH:4][CH:3]=1.S(=O)(=O)(O)O.[CH3:18]O>>[CH3:18][O:8][C:7](=[O:9])[CH:6]([C:5]1[CH:11]=[CH:12][C:2]([Cl:1])=[CH:3][CH:4]=1)[OH:10]. Reported procedure: To a stirred solution of 4-chloromandelic acid (10.0 g, 53.6 mmol) in methanol was added sulfuric acid (3.1 mL, 58.9 mmol). The reaction mixture was refluxed for 6 hours. The reaction mixture was concentrated, neutralized with sat. sodium carbonate solution, extracted with ether, washed with brine, dried, and concentrated. Purification by silica gel chromatography (40% ethyl acetate in hexanes) yielded 10.0 g of (4-chlorophenyl)hydroxyacetic acid methyl ester. Reactants: CCCn1cc(Cc2ccc(C(=O)OC)cc2OC)c2cc(CC(OC)OC)ccc21, Cl, C1CCOC1. Yields the product CCCn1cc(Cc2ccc(C(=O)OC)cc2OC)c2cc(CC=O)ccc21. RXN SMILES: [CH3:1][O:2][CH:3]([CH2:4][c:5]1[cH:6][c:7]2[c:8]([CH2:17][c:18]3[c:19]([O:28][CH3:29])[cH:20][c:21]([C:22](=[O:23])[O:24][CH3:25])[cH:26][cH:27]3)[cH:9][n:10]([CH2:14][CH2:15][CH3:16])[c:11]2[cH:12][cH:13]1)[O:30][CH3:31].[ClH:32].[O:33]1[CH2:34][CH2:35][CH2:36][CH2:37]1>>[O:2]=[CH:3][CH2:4][c:5]1[cH:6][c:7]2[c:8]([CH2:17][c:18]3[c:19]([O:28][CH3:29])[cH:20][c:21]([C:22](=[O:23])[O:24][CH3:25])[cH:26][cH:27]3)[cH:9][n:10]([CH2:14][CH2:15][CH3:16])[c:11]2[cH:12][cH:13]1.